Dataset: the Open Reaction Database (ORD), a public repository of structured organic reaction records. Task: describe an organic reaction: reactants, conditions, products, and yield The reactants are CCc1ccc(-c2ccc(C#N)cc2)cc1, CCCCC1COC(c2ccc(C#N)cc2)OC1. The product is CCCC1COC(c2ccc(C#N)cc2)OC1. RXN SMILES: [CH2:19]([c:20]1[cH:21][cH:22][c:23](-[c:24]2[cH:25][cH:26][c:27]([C:28]#[N:29])[cH:30][cH:31]2)[cH:32][cH:33]1)[CH3:34].[CH2:1]([CH2:2][CH2:3][CH3:4])[CH:5]1[CH2:6][O:7][CH:8]([c:11]2[cH:12][cH:13][c:14]([C:15]#[N:16])[cH:17][cH:18]2)[O:9][CH2:10]1>>[CH2:1]([CH2:2][CH3:3])[CH:5]1[CH2:6][O:7][CH:8]([c:11]2[cH:12][cH:13][c:14]([C:15]#[N:16])[cH:17][cH:18]2)[O:9][CH2:10]1. Starting materials: C(C1=CC=CC=C1)OC1=CC(N(C=C1)CC(=O)C1=C(C=C(C=C1)CO)C)=O (4-Benzyloxy-1-[2-(4-hydroxymethyl-2-methyl-phenyl)-2-oxo-ethyl]-1H-pyridin-2-one), ClC=1C=CC(=NC1)COC1=CC(NC=C1)=O (4-(5-chloro-pyridin-2-ylmethoxy)-1H-pyridin-2-one). Product: ClC=1C=CC(=NC1)COC1=CC(N(C=C1)CC(=O)C1=C(C=C(C=C1)CO)C)=O (4-(5-Chloro-pyridin-2-ylmethoxy)-1-[2-(4-hydroxymethyl-2-methyl-phenyl)-2-oxo-ethyl]-1H-pyridin-2-one). The yield is 99.0%. As a reaction SMILES: C(OC1C=CN([CH2:15][C:16]([C:18]2[CH:23]=[CH:22][C:21]([CH2:24][OH:25])=[CH:20][C:19]=2[CH3:26])=[O:17])C(=O)C=1)C1C=CC=CC=1.[Cl:28][C:29]1[CH:30]=[CH:31][C:32]([CH2:35][O:36][C:37]2[CH:42]=[CH:41][NH:40][C:39](=[O:43])[CH:38]=2)=[N:33][CH:34]=1>>[Cl:28][C:29]1[CH:30]=[CH:31][C:32]([CH2:35][O:36][C:37]2[CH:42]=[CH:41][N:40]([CH2:15][C:16]([C:18]3[CH:23]=[CH:22][C:21]([CH2:24][OH:25])=[CH:20][C:19]=3[CH3:26])=[O:17])[C:39](=[O:43])[CH:38]=2)=[N:33][CH:34]=1. Reported procedure: 4-(5-Chloro-pyridin-2-ylmethoxy)-1-[2-(4-hydroxymethyl-2-methyl-phenyl)-2-oxo-ethyl]-1H-pyridin-2-one is prepared following preparation 1c employing 4-(5-chloro-pyridin-2-ylmethoxy)-1H-pyridin-2-one (described in WO 09/103,478) instead of 4-benzyloxy-1H-pyridin-2-one. The reactants are NC1=CC=C(C=C1)N1CCN(CC1)C(C)=O (1-(4-(4-aminophenyl)piperazin-1-yl)ethanone), ClC=1N=C(C2=C(N1)N(C=C2)S(=O)(=O)C2=CC=C(C)C=C2)NC2=CC=C1C=NNC1=C2 (2-chloro-N-(1H-indazol-6-yl)-7-tosyl-7H-pyrrolo[2,3-d]pyrimidin-4-amine), NC1=CC=C(C=C1)N1CCN(CC1)C(C)=O (1-(4-(4-aminophenyl)piperazin-1-yl)ethanone), C[Si](C)(C)Cl (trimethylsilyl chloride). Solvent: C(CCC)O (n-butyl alcohol). Run at temperature 116 celsius, time 48 hour. Yields the product N1N=CC2=CC=C(C=C12)NC=1C2=C(N=C(N1)NC1=CC=C(C=C1)N1CCN(CC1)C(C)=O)N(C=C2)S(=O)(=O)C2=CC=C(C)C=C2 (1-(4-(4-(4-(1H-indazol-6-ylamino)-7-tosyl-7H-pyrrolo[2,3-d]pyrimidin-2-ylamino)phenyl)piperazin-1-yl)ethanone). Yield: 26.0%. RXN SMILES: Cl[C:2]1[N:3]=[C:4]([NH:21][C:22]2[CH:30]=[C:29]3[C:25]([CH:26]=[N:27][NH:28]3)=[CH:24][CH:23]=2)[C:5]2[CH:10]=[CH:9][N:8]([S:11]([C:14]3[CH:20]=[CH:19][C:17]([CH3:18])=[CH:16][CH:15]=3)(=[O:13])=[O:12])[C:6]=2[N:7]=1.[NH2:31][C:32]1[CH:37]=[CH:36][C:35]([N:38]2[CH2:43][CH2:42][N:41]([C:44](=[O:46])[CH3:45])[CH2:40][CH2:39]2)=[CH:34][CH:33]=1.C[Si](Cl)(C)C>C(O)CCC>[NH:28]1[C:29]2[C:25](=[CH:24][CH:23]=[C:22]([NH:21][C:4]3[C:5]4[CH:10]=[CH:9][N:8]([S:11]([C:14]5[CH:20]=[CH:19][C:17]([CH3:18])=[CH:16][CH:15]=5)(=[O:13])=[O:12])[C:6]=4[N:7]=[C:2]([NH:31][C:32]4[CH:33]=[CH:34][C:35]([N:38]5[CH2:39][CH2:40][N:41]([C:44](=[O:46])[CH3:45])[CH2:42][CH2:43]5)=[CH:36][CH:37]=4)[N:3]=3)[CH:30]=2)[CH:26]=[N:27]1. Procedure details: A mixture of 2-chloro-N-(1H-indazol-6-yl)-7-tosyl-7H-pyrrolo[2,3-d]pyrimidin-4-amine (340 mg, 0.78 mmol), 1-(4-(4-aminophenyl)piperazin-1-yl)ethanone (204 mg, 0.93 mmol) and trimethylsilyl chloride (TMSCl) (0.200 mL, 1.58 mmol) in n-butyl alcohol (8 mL) was heated at 116° C. overnight. More 1-(4-(4-aminophenyl)piperazin-1-yl)ethanone (204 mg, 0.93 mmol) was added. The mixture was then stirred at 116° C. for another 48 h. It was then purified by HPLC to give 1-(4-(4-(4-(1H-indazol-6-ylamino)-7-to... The reactants are N=C(N)Nc1ccc(Cl)c(Cl)c1, CSC1=NC(=O)C(=O)N1c1ccc(Cl)c(Cl)c1, ClC(Cl)Cl. Product: N=C(N=C1NC(=O)C(=O)N1c1ccc(Cl)c(Cl)c1)Nc1ccc(Cl)c(Cl)c1. Reaction SMILES: [Cl:18][c:19]1[cH:20][c:21]([NH:26][C:27](=[NH:28])[NH2:29])[cH:22][cH:23][c:24]1[Cl:25].[Cl:1][c:2]1[cH:3][c:4]([N:9]2[C:10]([S:16][CH3:17])=[N:11][C:12](=[O:15])[C:13]2=[O:14])[cH:5][cH:6][c:7]1[Cl:8].[Cl:30][CH:31]([Cl:32])[Cl:33]>>[Cl:1][c:2]1[cH:3][c:4]([N:9]2[C:10](=[N:29][C:27]([NH:26][c:21]3[cH:20][c:19]([Cl:18])[c:24]([Cl:25])[cH:23][cH:22]3)=[NH:28])[NH:11][C:12](=[O:15])[C:13]2=[O:14])[cH:5][cH:6][c:7]1[Cl:8].